This data is from the Open Reaction Database (ORD), a public repository of structured organic reaction records. The task is: describe an organic reaction: reactants, conditions, products, and yield Starting materials: C(C)O (ethanol), C([O-])([O-])=O.[K+].[K+] (potassium carbonate), B(OC1=CC(=C(C=C1)OCCOCC)C)([O-])[O-] (4-(2-ethoxyethoxy)-3-methylphenyl borate), BrC=1C=CC2=C(C=C(CCS2(=O)=O)C(=O)NC2=CC=C(C=C2)CN(C2CCOCC2)C)C1 (7-bromo-N-[4-[[N-methyl-N-(tetrahydropyran-4-yl)amino]methyl]phenyl]-1,1-dioxo-2,3-dihydro-1-benzothiepine-4-carboxamide). The reagents and catalysts are C=1C=CC(=CC1)[P](C=2C=CC=CC2)(C=3C=CC=CC3)[Pd]([P](C=4C=CC=CC4)(C=5C=CC=CC5)C=6C=CC=CC6)([P](C=7C=CC=CC7)(C=8C=CC=CC8)C=9C=CC=CC9)[P](C=1C=CC=CC1)(C=1C=CC=CC1)C=1C=CC=CC1 (tetrakistriphenylphosphinepalladium). The solvent is C1(=CC=CC=C1)C (toluene), O (water), [Cl-].[Na+].O (brine). Reaction conditions: time 30 minute. Yields the product C(C)OCCOC1=C(C=C(C=C1)C=1C=CC2=C(C=C(CCS2(=O)=O)C(=O)NC2=CC=C(C=C2)CN(C2CCOCC2)C)C1)C (7-[4-(2-ethoxyethoxy)-3-methyl-phenyl]-N-[4-[[N-methyl-N-(tetrahydropyran-4-yl)amino]methyl]phenyl]-1,1-dioxo-2,3-dihydro-1-benzothiepine-4-carboxamide). Isolated yield 51.9%. Reaction SMILES: C(O)C.B([O-])([O-])O[C:6]1[CH:11]=[CH:10][C:9]([O:12][CH2:13][CH2:14][O:15][CH2:16][CH3:17])=[C:8]([CH3:18])[CH:7]=1.Br[C:22]1[CH:23]=[CH:24][C:25]2[S:31](=[O:33])(=[O:32])[CH2:30][CH2:29][C:28]([C:34]([NH:36][C:37]3[CH:42]=[CH:41][C:40]([CH2:43][N:44]([CH3:51])[CH:45]4[CH2:50][CH2:49][O:48][CH2:47][CH2:46]4)=[CH:39][CH:38]=3)=[O:35])=[CH:27][C:26]=2[CH:52]=1.C(=O)([O-])[O-].[K+].[K+]>C1(C)C=CC=CC=1.[Cl-].[Na+].O.C1C=CC([P]([Pd]([P](C2C=CC=CC=2)(C2C=CC=CC=2)C2C=CC=CC=2)([P](C2C=CC=CC=2)(C2C=CC=CC=2)C2C=CC=CC=2)[P](C2C=CC=CC=2)(C2C=CC=CC=2)C2C=CC=CC=2)(C2C=CC=CC=2)C2C=CC=CC=2)=CC=1.O>[CH2:16]([O:15][CH2:14][CH2:13][O:12][C:9]1[CH:10]=[CH:11][C:6]([C:22]2[CH:23]=[CH:24][C:25]3[S:31](=[O:33])(=[O:32])[CH2:30][CH2:29][C:28]([C:34]([NH:36][C:37]4[CH:42]=[CH:41][C:40]([CH2:43][N:44]([CH3:51])[CH:45]5[CH2:50][CH2:49][O:48][CH2:47][CH2:46]5)=[CH:39][CH:38]=4)=[O:35])=[CH:27][C:26]=3[CH:52]=2)=[CH:7][C:8]=1[CH3:18])[CH3:17] |f:3.4.5,7.8.9,^1:72,74,93,112|. Procedure: In toluene (10 ml), ethanol (1 ml) and water (1 ml) were suspended 4-(2-ethoxyethoxy)-3-methylphenyl borate (119 mg), 7-bromo-N-[4-[[N-methyl-N-(tetrahydropyran-4-yl)amino]methyl]phenyl]-1,1-dioxo-2,3-dihydro-1-benzothiepine-4-carboxamide (212 mg) and potassium carbonate (147 mg), and the suspension was stirred under argon atmosphere for 30 minutes. To the mixture was added tetrakistriphenylphosphinepalladium (33 mg), and the mixture was stirred under argon atmosphere at 100° C. for 8 hours and ... Reactants: C(C(O)C)(=O)O (lactic acid), N[C@@H](CC(=O)O)C(=O)O (L-aspartic acid), N[C@@H](CC(=O)O)C(=O)O (aspartic acid), C([C@@H](O)C)(=O)O (L-lactic acid), C[C@@H](C(=O)O)O (Purac), stainless steel. The reagents and catalysts are CC([O-])C.CC([O-])C.CC([O-])C.CC([O-])C.[Ti+4] (titanium tetraisopropoxide). Run at time 30 hour. The product is N[C@@H](CC(=O)O)C(=O)O.C(C(O)C)(=O)O (Aspartic Acid Lactic Acid). Yield: 143.4%. As a reaction SMILES: [NH2:1][C@H:2]([C:7]([OH:9])=[O:8])[CH2:3][C:4]([OH:6])=[O:5].[C:10]([OH:15])(=[O:14])[C@H:11]([CH3:13])[OH:12].C(O)(=O)C(C)O>CC(C)[O-].CC(C)[O-].CC(C)[O-].CC(C)[O-].[Ti+4]>[NH2:1][C@H:2]([C:7]([OH:9])=[O:8])[CH2:3][C:4]([OH:6])=[O:5].[C:10]([OH:15])(=[O:14])[CH:11]([CH3:13])[OH:12] |f:3.4.5.6.7,8.9|. Procedure details: To the same glass reactor as that of Example 1, 13.3 g (0.1 mol) of L-aspartic acid made by Wako Pure Chemical Industries, Ltd., 50.1 g (0.5 mol) of 90% L-lactic acid made by Purac, and 18.5 mg (0.0016 mol) of titanium tetraisopropoxide made by Wako Pure Chemical Industries, Ltd. were supplied. In this case, the mol ratio of the aspartic acid supplied and the lactic acid supplied is 1:5. The reactor was immersed in an oil bath, and a stirring was carried out at 160° C. for 30 hours with flowing ... Starting materials: OC=1C=C(C=CC1O)C(C)=O (3′,4′-dihydroxyacetophenone), C([O-])([O-])=O.[Li+].[Li+] (lithium carbonate), BrCC1=C(C=CC=C1F)F (α-bromo-2,6-difluorotoluene). The solvent is CN(C=O)C (dimethyl formamide). Run at time 2 day. Yields the product OC=1C=C(C=CC1OCC1=C(C=CC=C1F)F)C(C)=O (3′-hydroxy-4′-(2,6-difluorobenzyloxy)-acetophenone). RXN SMILES: [OH:1][C:2]1[CH:3]=[C:4]([C:9](=[O:11])[CH3:10])[CH:5]=[CH:6][C:7]=1[OH:8].C(=O)([O-])[O-].[Li+].[Li+].Br[CH2:19][C:20]1[C:25]([F:26])=[CH:24][CH:23]=[CH:22][C:21]=1[F:27]>CN(C)C=O>[OH:1][C:2]1[CH:3]=[C:4]([C:9](=[O:11])[CH3:10])[CH:5]=[CH:6][C:7]=1[O:8][CH2:19][C:20]1[C:25]([F:26])=[CH:24][CH:23]=[CH:22][C:21]=1[F:27] |f:1.2.3|. Procedure details: A mixture of 3′,4′-dihydroxyacetophenone (25.0 g, 164.3 mmol), lithium carbonate (12.1 g, 164.3 mmol), and α-bromo-2,6-difluorotoluene (34.0 g, 164.3 mmol) in dimethyl formamide (400 mL) is stirred at room temperature for 2 days. The mixture is then filtered through celite, and the filtrate is concentrated in vacuo. The residue is diluted with H2O(200 mL), and the mixture is filtered. The collected solid is recrystallized from ethanol to give 3′-hydroxy-4′-(2,6-difluorobenzyloxy)-acetophenone. Starting materials: ClC=1C=C2C(N(C(N(C2=CC1)CC1=CC=C(C=C1)F)=O)CC(=O)OCC)=O (ethyl 6-chloro-1-(4-fluorophenyl)methyl-1,4dihydro-2,4-dioxo-3(2H)-quinazolineacetate), aqueous solution, [OH-].[K+] (potassium hydroxide). The solvent is C(C)O (ethanol). The product is ClC=1C=C2C(N(C(N(C2=CC1)CC1=CC=C(C=C1)F)=O)CC(=O)O)=O (6-Chloro-1-(4-fluorophenyl)methyl-1,4-dihydro2,4-dioxo-3(2H)-quinazolineacetic acid). Yield: 50.8%. Reaction SMILES: [Cl:1][C:2]1[CH:3]=[C:4]2[C:9](=[CH:10][CH:11]=1)[N:8]([CH2:12][C:13]1[CH:18]=[CH:17][C:16]([F:19])=[CH:15][CH:14]=1)[C:7](=[O:20])[N:6]([CH2:21][C:22]([O:24]CC)=[O:23])[C:5]2=[O:27].[OH-].[K+]>C(O)C>[Cl:1][C:2]1[CH:3]=[C:4]2[C:9](=[CH:10][CH:11]=1)[N:8]([CH2:12][C:13]1[CH:14]=[CH:15][C:16]([F:19])=[CH:17][CH:18]=1)[C:7](=[O:20])[N:6]([CH2:21][C:22]([OH:24])=[O:23])[C:5]2=[O:27] |f:1.2|. Reported procedure: Into 50 ml of ethanol were dissolved 1.59 g of ethyl 6-chloro-1-(4-fluorophenyl)methyl-1,4dihydro-2,4-dioxo-3(2H)-quinazolineacetate, and after added 5 ml of aqueous solution containing 0.30 g of potassium hydroxide, the mixture was refluxed for 1 hour. After cooling by allowing to stand, ethanol was distilled off and the residue was dissolved by adding 30 ml of water, acidified with concentrated hydrochloric acid, and the deposits were collected by filtration. They were recrystallized from acet... Reactants: N[C@H]([C@H](C)CC)C(=O)O (D-isoleucine), C(C1=CC=CC=C1)S(=O)(=O)Cl (benzylsulfonyl chloride), Cl (hydrogen chloride). Run in O1CCOCC1 (dioxane), [OH-].[Na+] (sodium hydroxide). Run at time 3 hour. The product is C(C1=CC=CC=C1)S(=O)(=O)N[C@H]([C@H](C)CC)C(=O)O (N-(benzyl-sulfonyl)-D-isoleucine). The yield is 96.9%. RXN SMILES: [NH2:1][C@@H:2]([C:7]([OH:9])=[O:8])[C@@H:3]([CH2:5][CH3:6])[CH3:4].[CH2:10]([S:17](Cl)(=[O:19])=[O:18])[C:11]1[CH:16]=[CH:15][CH:14]=[CH:13][CH:12]=1.Cl>O1CCOCC1.[OH-].[Na+]>[CH2:10]([S:17]([NH:1][C@@H:2]([C:7]([OH:9])=[O:8])[C@@H:3]([CH2:5][CH3:6])[CH3:4])(=[O:19])=[O:18])[C:11]1[CH:16]=[CH:15][CH:14]=[CH:13][CH:12]=1 |f:4.5|. Procedure details: To a solution of D-isoleucine (3 g, 22.9 mmol) in dioxane (184 ml), 1N aqueous sodium hydroxide (23 ml) and then benzylsulfonyl chloride (6 g, 34.4 mmol) were added and stirred at room temperature. After 3 hours, the reaction mixture was adjusted to pH 2 with 2N aqueous hydrogen chloride and then extracted with ethyl acetate. The ethyl acetate layer was dried over anhydrous magnesium sulfate. After magnesium sulfate was filtered off, the filtrate was concentrated under reduced pressure and the r... The reactants are COC1=CC(=C(C2=CC=CC=C12)OC1OCCCC1)CCC=COC ((3EZ)-4-methoxy-2-(4-methoxy-3-butenyl)-1-[(tetrahydro-2-H-pyran-2-yl)oxy]-naphthalene), O (water), C([O-])(O)=O.[Na+] (sodium bicarbonate), O1CCCC1 (tetrahydrofuran), O (water). Solvent: C(C)(=O)O (acetic acid). Conditions: temperature 50 celsius, time 1 hour. Yields the product C(=O)CCCC1=C(C2=CC=CC=C2C(=C1)OC)O (2-(3-Formylpropyl)-4-methoxy-1-hydroxynaphthalene). Yield: 140.6%. RXN SMILES: [CH3:1][O:2][C:3]1[C:12]2[C:7](=[CH:8][CH:9]=[CH:10][CH:11]=2)[C:6]([O:13]C2CCCCO2)=[C:5]([CH2:20][CH2:21][CH:22]=[CH:23][O:24]C)[CH:4]=1.O1CCCC1.O.C(=O)(O)[O-].[Na+]>C(O)(=O)C>[CH:23]([CH2:22][CH2:21][CH2:20][C:5]1[CH:4]=[C:3]([O:2][CH3:1])[C:12]2[C:7](=[CH:8][CH:9]=[CH:10][CH:11]=2)[C:6]=1[OH:13])=[O:24] |f:3.4|. Procedure: A solution of 947 mg of (3EZ)-4-methoxy-2-(4-methoxy-3-butenyl)-1-[(tetrahydro-2-H-pyran-2-yl)oxy]-naphthalene dissolved in 10 ml of 3:1:1, acetic acid:tetrahydrofuran:water is stirred at 40° C. for 3 hrs. TLC analysis still indicates unhydrolyzed starting material. The temperature is increased to 50° C. and continued stirring for 1 hr affords complete hydrolysis. The solution is poured into 25 ml water and solid sodium bicarbonate is added portionwise until gas evolution ceases. This mixture is... Reactants: O (water), [H-].[Na+] (NaH), CN1C=C(C2=C1NC(C=C2C(F)(F)F)=O)C2=CC=CC=C2 (1-methyl-3-phenyl-4-(trifluoromethyl)-1H-pyrrolo[2,3-b]pyridin-6(7H)-one), BrCC(=O)OCC (ethyl bromoacetate). Run in CN(C)C=O (DMF). Run at time 30 minute. Product: CN1C=C(C=2C1=NC(=CC2C(F)(F)F)OCC(=O)O)C2=CC=CC=C2 (2-(1-methyl-3-phenyl-4-(trifluoromethyl)-1H-pyrrolo[2,3-b]pyridin-6-yloxy)acetic acid). The yield is 59.1%. RXN SMILES: [H-].[Na+].[CH3:3][N:4]1[C:8]2[NH:9][C:10](=[O:17])[CH:11]=[C:12]([C:13]([F:16])([F:15])[F:14])[C:7]=2[C:6]([C:18]2[CH:23]=[CH:22][CH:21]=[CH:20][CH:19]=2)=[CH:5]1.Br[CH2:25][C:26]([O:28]CC)=[O:27].O>CN(C=O)C>[CH3:3][N:4]1[C:8]2=[N:9][C:10]([O:17][CH2:25][C:26]([OH:28])=[O:27])=[CH:11][C:12]([C:13]([F:14])([F:16])[F:15])=[C:7]2[C:6]([C:18]2[CH:23]=[CH:22][CH:21]=[CH:20][CH:19]=2)=[CH:5]1 |f:0.1|. Procedure details: NaH (23 mg, 0.56 mmol) was added to a stirred solution of 1-methyl-3-phenyl-4-(trifluoromethyl)-1H-pyrrolo[2,3-b]pyridin-6(7H)-one (41 mg, 0.14 mmol) in DMF (4 ml) and the resulting mixture was stirred for 30 min. Then ethyl bromoacetate (47 mg, 6.50 mmol) was added and the mixture was stirred for additional 1 h. To the mixture water (0.5 ml) was added and stirred for 2 h. The reaction mixture was concentrated. 1N aqueous HCL was added to the mixture and the solution was extracted with diethyl e...